describe an organic reaction: reactants, conditions, products, and yield From a dataset of the Open Reaction Database (ORD), a public repository of structured organic reaction records. The reactants are [C-]#N.[Na+] (sodium cyanide), C(C1=CC=CC=C1)=NO (benzaldoxime), ClCl (chlorine), [OH-].[Na+] (sodium hydroxide). Solvent: C(Cl)(Cl)(Cl)Cl (carbon tetrachloride), O (water), C(Cl)(Cl)(Cl)Cl (carbon tetrachloride), C(Cl)(Cl)(Cl)Cl (carbon tetrachloride). Run at time 1 hour. The product is N(O)=C(C#N)C1=CC=CC=C1 (α-oximinophenylacetonitrile). As a reaction SMILES: [CH:1](=[N:8][OH:9])[C:2]1[CH:7]=[CH:6][CH:5]=[CH:4][CH:3]=1.ClCl.[C-:12]#[N:13].[Na+].[OH-].[Na+]>C(Cl)(Cl)(Cl)Cl.O>[N:8](=[C:1]([C:2]1[CH:7]=[CH:6][CH:5]=[CH:4][CH:3]=1)[C:12]#[N:13])[OH:9] |f:2.3,4.5|. Reported procedure: To 9.07 g (75 mmol) of benzaldoxime in 25 ml of carbon tetrachloride is added dropwise, at 5°, a solution of 45 ml of carbon tetrachloride saturated with 5.6 g (79 mmol) of chlorine gas. The mixture is stirred for 1 hour in an ice bath and then excess HCl is removed by vacuum. A saturated solution of 7.35 g (150 mmol) of sodium cyanide in water is added dropwise, at 0°. The mixture is stirred for 2 hours as it is allowed to warm to RT. An excess of aqueous sodium hydroxide is added and then the ...